Dataset: the Open Reaction Database (ORD), a public repository of structured organic reaction records. Task: describe an organic reaction: reactants, conditions, products, and yield The reactants are C(CC)[C@@H]1CC[C@H](CC1)C1CCC(CC1)=O (4-(trans-4-propylcyclohexyl)cyclohexanone), [Br-].O1C(OCCC1)CC[P+](C1=CC=CC=C1)(C1=CC=CC=C1)C1=CC=CC=C1 (2-(1,3-dioxane-2-yl)ethyltriphenylphosphonium bromide), CC(C)(C)[O-].[K+] (t-BuOK). Run in C1CCOC1 (THF), C1CCOC1 (THF). Run at temperature -30 celsius, time 1 hour. Product: C(CC)[C@@H]1CC[C@H](CC1)C1CCC(CC1)=CCC1OCCCO1 (2-(2-(4-(trans-4-propylcyclohexyl)cyclohexylidene)ethyl)-1,3-dioxane). The yield is 96.1%. As a reaction SMILES: [Br-].[O:2]1[CH2:7][CH2:6][CH2:5][O:4][CH:3]1[CH2:8][CH2:9][P+](C1C=CC=CC=1)(C1C=CC=CC=1)C1C=CC=CC=1.CC([O-])(C)C.[K+].[CH2:35]([C@H:38]1[CH2:43][CH2:42][C@H:41]([CH:44]2[CH2:49][CH2:48][C:47](=O)[CH2:46][CH2:45]2)[CH2:40][CH2:39]1)[CH2:36][CH3:37]>C1COCC1>[CH2:35]([C@H:38]1[CH2:43][CH2:42][C@H:41]([CH:44]2[CH2:49][CH2:48][C:47](=[CH:9][CH2:8][CH:3]3[O:2][CH2:7][CH2:6][CH2:5][O:4]3)[CH2:46][CH2:45]2)[CH2:40][CH2:39]1)[CH2:36][CH3:37] |f:0.1,2.3|. Reported procedure: A mixture of 531 g (1170 mmol) of 2-(1,3-dioxane-2-yl)ethyltriphenylphosphonium bromide and 4.0 l of THF was cooled to −30° C. under a nitrogen gas stream with a refrigeration medium. To this mixture, 121 g (1080 mmol) of t-BuOK was added, followed by stirring for 1 hour. Furthermore, 1 l of a THF solution containing 200 g (899 mmol) of 4-(trans-4-propylcyclohexyl)cyclohexanone was added dropwise to the mixture, while the temperature was maintained at −30° C. or less. After the dropping, the rea... Starting materials: ClC1=CC=C2C(=C(C=NC2=C1)C(=O)O)O (7-chloro-4-hydroxyquinoline-3-carboxylic acid), COC1=CC=C(CCl)C=C1 (4-methoxybenzyl chloride), Cl.Cl.N1CCC(CC1)C1CCNCC1 (4,4'-bipiperidine dihydrochloride). The product is COC1=CC=C(CN2C=C(C(C3=CC=C(C=C23)N2CCC(CC2)C2CCNCC2)=O)C(=O)O)C=C1 (1-(4-Methoxybenzyl)-7-[4-(4-piperidinyl)piperidin-1-yl]-1,4-dihydro-4-oxoquinoline-3-carboxylic acid). Reaction SMILES: Cl[C:2]1[CH:11]=[C:10]2[C:5]([C:6]([OH:15])=[C:7]([C:12]([OH:14])=[O:13])[CH:8]=[N:9]2)=[CH:4][CH:3]=1.[CH3:16][O:17][C:18]1[CH:25]=[CH:24][C:21]([CH2:22]Cl)=[CH:20][CH:19]=1.Cl.Cl.[NH:28]1[CH2:33][CH2:32][CH:31]([CH:34]2[CH2:39][CH2:38][NH:37][CH2:36][CH2:35]2)[CH2:30][CH2:29]1>>[CH3:16][O:17][C:18]1[CH:25]=[CH:24][C:21]([CH2:22][N:9]2[C:10]3[C:5](=[CH:4][CH:3]=[C:2]([N:28]4[CH2:33][CH2:32][CH:31]([CH:34]5[CH2:39][CH2:38][NH:37][CH2:36][CH2:35]5)[CH2:30][CH2:29]4)[CH:11]=3)[C:6](=[O:15])[C:7]([C:12]([OH:14])=[O:13])=[CH:8]2)=[CH:20][CH:19]=1 |f:2.3.4|. Procedure: Using 7-chloro-4-hydroxyquinoline-3-carboxylic acid, 4-methoxybenzyl chloride and 4,4'-bipiperidine dihydrochloride, the same procedure as in Reference Example 5 and Production Example 1 was followed to yield the title compound as a colorless crystal. Reactants: C(#N)C1CCN(CC1)C(=O)OC(C)(C)C (tert-butyl 4-cyanopiperidine-1-carboxylate), ClC1=NC=CC=C1F (2-chloro-3-fluoropyridine), C[Si](C)(C)[N-][Si](C)(C)C.[K+] (potassium bis(trimethylsilyl)amide). Run in [Cl-].[Na+].O (brine), C1(=CC=CC=C1)C (toluene). Conditions: time 2 hour. Product: C(#N)C1(CCN(CC1)C(=O)OC(C)(C)C)C1=NC=CC=C1F (Tert-butyl 4-cyano-4-(3-fluoropyridin-2-yl)piperidine-1-carboxylate). RXN SMILES: [C:1]([CH:3]1[CH2:8][CH2:7][N:6]([C:9]([O:11][C:12]([CH3:15])([CH3:14])[CH3:13])=[O:10])[CH2:5][CH2:4]1)#[N:2].Cl[C:17]1[C:22]([F:23])=[CH:21][CH:20]=[CH:19][N:18]=1.C[Si]([N-][Si](C)(C)C)(C)C.[K+]>C1(C)C=CC=CC=1.[Cl-].[Na+].O>[C:1]([C:3]1([C:17]2[C:22]([F:23])=[CH:21][CH:20]=[CH:19][N:18]=2)[CH2:8][CH2:7][N:6]([C:9]([O:11][C:12]([CH3:15])([CH3:14])[CH3:13])=[O:10])[CH2:5][CH2:4]1)#[N:2] |f:2.3,5.6.7|. Procedure: To a stirred suspension of tert-butyl 4-cyanopiperidine-1-carboxylate (7 g; 33.29 mmol) and 2-chloro-3-fluoropyridine (4.82 g; 36.62 mmol) in toluene (40 ml) cooled in an acetone/ice bath under a nitrogen atmosphere, was added a solution of potassium bis(trimethylsilyl)amide (0.5M in toluene; 79.9 ml; 39.95 mmol) over 30 minutes keeping the internal temperature below −10° C. The reaction mixture was then allowed to warm to ambient temperature with stirring for 2 hours. The reaction was poured in... Starting materials: BrCc1ccccc1, Cc1ccccc1, COC(=O)Nc1cnccc1C. Product: [Br-], COC(=O)Nc1c[n+](Cc2ccccc2)ccc1C. Reaction SMILES: [Br:1][CH2:2][c:3]1[cH:4][cH:5][cH:6][cH:7][cH:8]1.[CH3:21][c:22]1[cH:23][cH:24][cH:25][cH:26][cH:27]1.[CH3:9][c:10]1[c:11]([NH:16][C:17]([O:18][CH3:19])=[O:20])[cH:12][n:13][cH:14][cH:15]1>>[Br-:1].[CH2:2]([c:3]1[cH:4][cH:5][cH:6][cH:7][cH:8]1)[n+:13]1[cH:12][c:11]([NH:16][C:17]([O:18][CH3:19])=[O:20])[c:10]([CH3:9])[cH:15][cH:14]1. Reactants: COc1ccc(SC(CCCCc2ccccc2)CC(=O)OC(C)(C)C)cc1OC, ClCCl, O=C(O)C(F)(F)F. Product: COc1ccc(SC(CCCCc2ccccc2)CC(=O)O)cc1OC. RXN SMILES: [C:1]([CH3:2])([CH3:3])([CH3:4])[O:5][C:6]([CH2:7][CH:8]([CH2:9][CH2:10][CH2:11][CH2:12][c:13]1[cH:14][cH:15][cH:16][cH:17][cH:18]1)[S:19][c:20]1[cH:21][c:22]([O:28][CH3:29])[c:23]([O:26][CH3:27])[cH:24][cH:25]1)=[O:30].[Cl:38][CH2:39][Cl:40].[OH:31][C:32]([C:33]([F:34])([F:35])[F:36])=[O:37]>>[O:5]=[C:6]([CH2:7][CH:8]([CH2:9][CH2:10][CH2:11][CH2:12][c:13]1[cH:14][cH:15][cH:16][cH:17][cH:18]1)[S:19][c:20]1[cH:21][c:22]([O:28][CH3:29])[c:23]([O:26][CH3:27])[cH:24][cH:25]1)[OH:30].